Dataset: the Open Reaction Database (ORD), a public repository of structured organic reaction records. Task: describe an organic reaction: reactants, conditions, products, and yield The reactants are BrC1=CC=C2CC(N(CC2=C1)C1=NC(=NC(=C1)N1CCN(CC1)C)N)C (4-(7-bromo-3-methyl-3,4-dihydroisoquinolin-2(1H)-yl)-6-(4-methylpiperazin-1-yl)pyrimidin-2-amine), CNC(=O)C1=NC=C(C=C1)B1OC(C(O1)(C)C)(C)C (N-methyl-5-(4,4,5,5-tetramethyl-1,3,2-dioxaborolan-2-yl)pyridine-2-carboxamide). The product is NC1=NC(=CC(=N1)N1CC2=CC(=CC=C2CC1C)C=1C=CC(=NC1)C(=O)NC)N1CCN(CC1)C (5-{2-[2-amino-6-(4-methylpiperazin-1-yl)pyrimidin-4-yl]-3-methyl-1,2,3,4-tetrahydroisoquinolin-7-yl}-N-methylpyridine-2-carboxamide). As a reaction SMILES: Br[C:2]1[CH:11]=[C:10]2[C:5]([CH2:6][CH:7]([CH3:26])[N:8]([C:12]3[CH:17]=[C:16]([N:18]4[CH2:23][CH2:22][N:21]([CH3:24])[CH2:20][CH2:19]4)[N:15]=[C:14]([NH2:25])[N:13]=3)[CH2:9]2)=[CH:4][CH:3]=1.[CH3:27][NH:28][C:29]([C:31]1[CH:36]=[CH:35][C:34](B2OC(C)(C)C(C)(C)O2)=[CH:33][N:32]=1)=[O:30]>>[NH2:25][C:14]1[N:13]=[C:12]([N:8]2[CH:7]([CH3:26])[CH2:6][C:5]3[C:10](=[CH:11][C:2]([C:34]4[CH:35]=[CH:36][C:31]([C:29]([NH:28][CH3:27])=[O:30])=[N:32][CH:33]=4)=[CH:3][CH:4]=3)[CH2:9]2)[CH:17]=[C:16]([N:18]2[CH2:19][CH2:20][N:21]([CH3:24])[CH2:22][CH2:23]2)[N:15]=1. Procedure: This compound was prepared by using procedures analogous to those described for the synthesis of Example 2 starting from 4-(7-bromo-3-methyl-3,4-dihydroisoquinolin-2(1H)-yl)-6-(4-methylpiperazin-1-yl)pyrimidin-2-amine (Peak 1, Example 49, Step 7) and N-methyl-5-(4,4,5,5-tetramethyl-1,3,2-dioxaborolan-2-yl)pyridine-2-carboxamide (Frontier, Cat. No. M10074). LCMS (M+H)+: m/z=473.4. The reactants are CC(=O)C (acetone), C(C)C(=O)C (methyl ethyl ketone), BrC1=C(C(=CC(=C1)Br)Br)[O-].[Na+] (sodium 2,4,6-tribromophenolate). Run in O (water). The product is [OH-].[Na+] (NaOH), BrC1=C(C(=CC(=C1)Br)Br)[O-].[Na+] (sodium 2,4,6-tribromophenolate). RXN SMILES: CC(C)=[O:3].C(C(C)=O)C.[Br:10][C:11]1[CH:16]=[C:15]([Br:17])[CH:14]=[C:13]([Br:18])[C:12]=1[O-:19].[Na+:20]>O>[OH-:3].[Na+:20].[Br:10][C:11]1[CH:16]=[C:15]([Br:17])[CH:14]=[C:13]([Br:18])[C:12]=1[O-:19].[Na+:20] |f:2.3,5.6,7.8|. Reported procedure: It has been found that a liquid ketone such as acetone or methyl ethyl ketone when present in this reaction mixture tends to ensure that the desired tris(2,4,6-tribromophenoxy)-s-1,3,5-triazine product is formed in high purity. In experiments wherein a refluxing mixture of water and an alkanol (methanol), was used as the reaction medium for step d), it was found that some of the chloro groups in the cyanuric chloride reacted with the methanol to form bis-(tribromophenoxy)-methoxy-s-1,3,5-triazin... The solvent is O (H2O). Yields the product CN(C)CC1=C(O)C(=C(C(=C1C)O)C)C (2-dimethylaminomethyl-3,5,6-trimethylhydroquinone). RXN SMILES: [CH3:1][C:2]1[C:3]([OH:11])=[C:4]([CH3:10])[C:5]([CH3:9])=[C:6]([CH:8]=1)[OH:7].C1C=CC=CC=1.[CH3:18][NH:19][CH3:20].[CH2:21]=O>O>[CH3:18][N:19]([CH2:10][C:4]1[C:5]([CH3:9])=[C:6]([OH:7])[C:8]([CH3:21])=[C:2]([CH3:1])[C:3]=1[OH:11])[CH3:20]. Reactants: CC=1C(=C(C(=C(O)C1)C)C)O (Trimethylhydroquinone), C=O (formaldehyde), C1=CC=CC=C1 (benzene), CNC (dimethylamine). Conditions: time 8 hour. Procedure details: Trimethylhydroquinone (7.61 g.) was suspended under N2 in 60 ml. of benzene and 15 ml. of 25% dimethylamine in H2O. Aqueous formaldehyde solution (37%, 7.5 ml.) was added over 15 minutes and stirring was continued at 25° overnight. The benzene layer was washed with H2O, dried over Na2SO4, and stripped of solvent to give 2-dimethylaminomethyl-3,5,6-trimethylhydroquinone as a light tan solid. A similarly prepared sample of this material, which is quite susceptible to air oxidation, had a m.p. of 1... The reactants are C(=O)[C@H]1CN(C[C@@H]1C1=CC(=CC=C1)F)[C@H](C(=O)OCC1=CC=C(C=C1)OC)C(CC)CC (2(S)-(3-(R)-formyl-4-(S)-(3-fluorophenyl)pyrrolidin-1-yl)-3-ethylvaleric acid, 4-methoxybenzyl ester), C(C1=CC=CC=C1)C=1SC(=C(N1)CC)C1CCNCC1 (4-(2-benzyl-4-ethyl-thiazol-5-yl)piperidine), 4-methoxybenzyl ester. The product is C(C1=CC=CC=C1)C=1SC(=C(N1)CC)C1CCN(CC1)C[C@H]1CN(C[C@@H]1C1=CC(=CC=C1)F)[C@H](C(=O)O)C(CC)CC (2-(S)-(3-(S)-((4-(2-Benzyl-4-ethyl-thiazol-5-yl)-piperidine -1-yl)methyl)-4-(S)-3-fluorophenylpyrrolidin-1-yl)-3-ethylvaleric Acid). Yield: 26.3%. RXN SMILES: [CH:1]([C@@H:3]1[C@@H:7]([C:8]2[CH:13]=[CH:12][CH:11]=[C:10]([F:14])[CH:9]=2)[CH2:6][N:5]([C@@H:15]([CH:28]([CH2:31][CH3:32])[CH2:29][CH3:30])[C:16]([O:18]CC2C=CC(OC)=CC=2)=[O:17])[CH2:4]1)=O.[CH2:33]([C:40]1[S:41][C:42]([CH:47]2[CH2:52][CH2:51][NH:50][CH2:49][CH2:48]2)=[C:43]([CH2:45][CH3:46])[N:44]=1)[C:34]1[CH:39]=[CH:38][CH:37]=[CH:36][CH:35]=1>>[CH2:33]([C:40]1[S:41][C:42]([CH:47]2[CH2:52][CH2:51][N:50]([CH2:1][C@@H:3]3[C@@H:7]([C:8]4[CH:13]=[CH:12][CH:11]=[C:10]([F:14])[CH:9]=4)[CH2:6][N:5]([C@@H:15]([CH:28]([CH2:29][CH3:30])[CH2:31][CH3:32])[C:16]([OH:18])=[O:17])[CH2:4]3)[CH2:49][CH2:48]2)=[C:43]([CH2:45][CH3:46])[N:44]=1)[C:34]1[CH:35]=[CH:36][CH:37]=[CH:38][CH:39]=1. Procedure details: Reductive amination of 20 mg (0.045 mmol) of 2(S)-(3-(R)-formyl-4-(S)-(3-fluorophenyl)pyrrolidin-1-yl)-3-ethylvaleric acid, 4-methoxybenzyl ester with 15 mg (0.42 mmol) of 4-(2-benzyl-4-ethyl-thiazol-5-yl)piperidine as described in example 527 step D, and removal of 4-methoxybenzyl ester according to example 527 step E furnished 7 mg of the title compound. Mass spec. 592.4 (M+1), HPLC A 2.36 min. Yields the product CC(C)N1CCC(NC(=O)c2nc3c(OCCO)cccc3n2CC(=O)Nc2ccc(Cl)cn2)CC1. Reaction SMILES: [CH2:44]1[O:45][CH2:46][CH2:47][CH2:48]1.[CH3:49][C:50](=[O:51])[OH:52].[CH:1]([CH3:2])([CH3:3])[N:4]1[CH2:5][CH2:6][CH:7]([NH:10][C:11](=[O:12])[c:13]2[n:14][c:15]3[c:16]([n:17]2[CH2:18][C:19]([NH:20][c:21]2[n:22][cH:23][c:24]([Cl:27])[cH:25][cH:26]2)=[O:28])[cH:29][cH:30][cH:31][c:32]3[O:33][CH2:34][CH2:35][O:36][Si:37]([C:38]([CH3:39])([CH3:40])[CH3:41])([CH3:42])[CH3:43])[CH2:8][CH2:9]1>>[CH:1]([CH3:2])([CH3:3])[N:4]1[CH2:5][CH2:6][CH:7]([NH:10][C:11](=[O:12])[c:13]2[n:14][c:15]3[c:16]([n:17]2[CH2:18][C:19]([NH:20][c:21]2[n:22][cH:23][c:24]([Cl:27])[cH:25][cH:26]2)=[O:28])[cH:29][cH:30][cH:31][c:32]3[O:33][CH2:34][CH2:35][OH:36])[CH2:8][CH2:9]1. The reactants are C1CCOC1, CC(=O)O, CC(C)N1CCC(NC(=O)c2nc3c(OCCO[Si](C)(C)C(C)(C)C)cccc3n2CC(=O)Nc2ccc(Cl)cn2)CC1. Reactants: COC1=CC2=C(CCCC(N2)=O)C=C1 (8-methoxy-2,3,4,5-tetrahydro-1H[1]benzazepin-2-one), P(Cl)(Cl)(Cl)(Cl)Cl (phosphorus pentachloride), Cl (hydrogen chloride). Solvent: C=1(C(=CC=CC1)C)C (xylene). Conditions: time 30 minute. The product is ClC1(C(NC2=C(CC1)C=CC(=C2)OC)=O)Cl (3,3-dichloro-8-methoxy-2,3,4,5-tetrahydro-1H-[1]benzazepin-2-one). Reaction SMILES: [CH3:1][O:2][C:3]1[CH:14]=[CH:13][C:6]2[CH2:7][CH2:8][CH2:9][C:10](=[O:12])[NH:11][C:5]=2[CH:4]=1.P(Cl)(Cl)(Cl)(Cl)[Cl:16].[ClH:21]>C1(C)C(C)=CC=CC=1>[Cl:21][C:9]1([Cl:16])[CH2:8][CH2:7][C:6]2[CH:13]=[CH:14][C:3]([O:2][CH3:1])=[CH:4][C:5]=2[NH:11][C:10]1=[O:12]. Reported procedure: A solution of 8-methoxy-2,3,4,5-tetrahydro-1H[1]benzazepin-2-one (7.0 g, described in Example 14) and phosphorus pentachloride (30.0 g) in xylene (200 ml) was heated with stirring under an atmosphere of nitrogen to 90° (oil bath temperature) during 30 minutes with pauses at 30° and at 50°. There was a copious evolution of hydrogen chloride gas. The temperature was maintained at 90° for 30 minutes. The reaction mixture was filtered while hot to remove a small amount of suspended solid, and the fi... Reactants: C=CCBr, O=C([O-])[O-], Cc1cc(=O)oc2c(C)c(O)ccc12, CC(C)=O, [K+], [K+]. Product: C=CCOc1ccc2c(C)cc(=O)oc2c1C. RXN SMILES: [Br:15][CH2:16][CH:17]=[CH2:18].[C:19](=[O:20])([O-:21])[O-:22].[CH3:1][c:2]1[cH:3][c:4](=[O:14])[o:5][c:6]2[c:7]([CH3:13])[c:8]([OH:12])[cH:9][cH:10][c:11]12.[CH3:25][C:26](=[O:27])[CH3:28].[K+:23].[K+:24]>>[CH3:1][c:2]1[cH:3][c:4](=[O:14])[o:5][c:6]2[c:7]([CH3:13])[c:8]([O:12][CH2:18][CH:17]=[CH2:16])[cH:9][cH:10][c:11]12.